Dataset: the Open Reaction Database (ORD), a public repository of structured organic reaction records. Task: describe an organic reaction: reactants, conditions, products, and yield The yield is 56.6%. Product: OC1=C2C(=NC=C1C(=O)OCC)N(N=C2C)C2=NC=CC=C2 (Ethyl 4-hydroxy-3-methyl-1-(2-pyridinyl)-1H-pyrazolo[3,4-b]pyridine-5-carboxylate). Run in polyphosphoric acid, O (water). Reported procedure: A solution of diethyl 2-([[3-methyl-1-(2-pyridinyl)-1H-pyrazol-5-yl]amino]methylene)malonate (2.0 g, 5.8 mmol) in polyphosphoric acid (10 g) was heated and stirred at 100° C. for 2 hours. The solution was cooled to room temperature, and iced water was added thereto. The solution was neutralized by the addition of an aqueous sodium hydroxide solution, and organic matter was extracted with 10% methanol/chloroform. The extract was washed with saturated brine and water, dried over anhydrous magnesiu... The reactants are CC1=NN(C(=C1)NC=C(C(=O)OCC)C(=O)OCC)C1=NC=CC=C1 (diethyl 2-([[3-methyl-1-(2-pyridinyl)-1H-pyrazol-5-yl]amino]methylene)malonate), [OH-].[Na+] (sodium hydroxide). Reaction SMILES: [CH3:1][C:2]1[CH:6]=[C:5]([NH:7][CH:8]=[C:9]([C:15]([O:17]CC)=O)[C:10]([O:12][CH2:13][CH3:14])=[O:11])[N:4]([C:20]2[CH:25]=[CH:24][CH:23]=[CH:22][N:21]=2)[N:3]=1.[OH-].[Na+]>O>[OH:17][C:15]1[C:9]([C:10]([O:12][CH2:13][CH3:14])=[O:11])=[CH:8][N:7]=[C:5]2[N:4]([C:20]3[CH:25]=[CH:24][CH:23]=[CH:22][N:21]=3)[N:3]=[C:2]([CH3:1])[C:6]=12 |f:1.2|. Conditions: temperature 100 celsius, time 2 hour. The reactants are ClC1=C(C(=O)OCC)C=CC=N1 (ethyl 2-chloronicotinate), N1CCNCC1 (piperazine), product. The solvent is C(C)O (ethanol). Yields the product N1(CCNCC1)C1=C(C(=O)OCC)C=CC=N1 (Ethyl 2-(Piperazin-1-yl)nicotinate). As a reaction SMILES: Cl[C:2]1[N:12]=[CH:11][CH:10]=[CH:9][C:3]=1[C:4]([O:6][CH2:7][CH3:8])=[O:5].[NH:13]1[CH2:18][CH2:17][NH:16][CH2:15][CH2:14]1>C(O)C>[N:13]1([C:2]2[N:12]=[CH:11][CH:10]=[CH:9][C:3]=2[C:4]([O:6][CH2:7][CH3:8])=[O:5])[CH2:18][CH2:17][NH:16][CH2:15][CH2:14]1. Procedure details: 10.0 g of ethyl 2-chloronicotinate were reacted with 27.8 g of piperazine in 400 ml of ethanol analogously to Example 18a, 6.9 g (54%) of the product being obtained. Reactants: NC1=NC(=C(C(=N1)C=1OC=CC1)C#N)S(=O)(=O)C (2-amino-4-furan-2-yl-6-methanesulfonyl-pyrimidine-5-carbonitrile), C1(=CC=CC=C1)CCCCN (4-phenylbutylamine). Solvent: COCCOC (DME). Yields the product NC1=NC(=C(C(=N1)C=1OC=CC1)C#N)NCCCCC1=CC=CC=C1 (2-Amino-4-furan-2-yl-6-(4-phenyl-butylamino)-pyrimidine-5-carbonitrile). Reaction SMILES: [NH2:1][C:2]1[N:7]=[C:6]([C:8]2[O:9][CH:10]=[CH:11][CH:12]=2)[C:5]([C:13]#[N:14])=[C:4](S(C)(=O)=O)[N:3]=1.[C:19]1([CH2:25][CH2:26][CH2:27][CH2:28][NH2:29])[CH:24]=[CH:23][CH:22]=[CH:21][CH:20]=1>COCCOC>[NH2:1][C:2]1[N:7]=[C:6]([C:8]2[O:9][CH:10]=[CH:11][CH:12]=2)[C:5]([C:13]#[N:14])=[C:4]([NH:29][CH2:28][CH2:27][CH2:26][CH2:25][C:19]2[CH:24]=[CH:23][CH:22]=[CH:21][CH:20]=2)[N:3]=1. Procedure: From 2-amino-4-furan-2-yl-6-methanesulfonyl-pyrimidine-5-carbonitrile and 4-phenylbutylamine in DME. ES-MS m/e (%): 334 (M+H+, 100). Starting materials: OC1=CC(OC(=C1)C)=O (4-Hydroxy-6-methyl-2-pyrone), ClC1=C(C=CC=C1)Cl (1,2-dichlorobenzene), COC(C1=C(C(=CC=C1)N)C)=O (methyl-3-amino-2-methylbenzoate), O (water). Reaction conditions: temperature 110 celsius. Product: OC1=CC(N(C(=C1)C)C=1C=C(C(=O)OC)C=CC1C)=O (methyl 3-(4-hydroxy-6-methyl-2-oxopyridin-1(2H)-yl)-4-methylbenzoate). Yield: 40.0%. As a reaction SMILES: [OH:1][C:2]1[CH:7]=[C:6]([CH3:8])[O:5][C:4](=O)[CH:3]=1.[CH3:10][O:11][C:12](=[O:21])[C:13]1[CH:18]=[CH:17][CH:16]=[C:15]([NH2:19])[C:14]=1C.O.Cl[C:24]1C=CC=CC=1Cl>>[OH:1][C:2]1[CH:7]=[C:6]([CH3:8])[N:19]([C:15]2[CH:14]=[C:13]([CH:18]=[CH:17][C:16]=2[CH3:24])[C:12]([O:11][CH3:10])=[O:21])[C:4](=[O:5])[CH:3]=1. Reported procedure: 4-Hydroxy-6-methyl-2-pyrone (22.9 g, 181.6 mmol) and methyl-3-amino-2-methylbenzoate (25 g, 151.3 mmol) were suspended in 50 ml of 1,2-dichlorobenzene in a 250 ml, 3-necked round bottom flask equipped with a J-Kem temperature controller probe, a Dean-Stark trap, and a heating mantle. The reaction was heated to 165° C. for 15 minutes, during which, water and some 1,2-dichlorobenzene was collected in the Dean Stark trap. The reaction was allowed to cool to about 110° C. At this point, 200 ml of to... The reactants are C(C)OC(CNCC1=CC=C(C=C1)OCC1=CC=CC=C1)=O (N-(4-benzyloxybenzyl)-glycine ethyl ester), C(=O)O (formic acid). Solvent: C=1(C(=CC=CC1)C)C (xylene). Product: C(C)OC(CN(C=O)CC1=CC=C(C=C1)OCC1=CC=CC=C1)=O (N-(4-benzyloxybenzyl)-N-formyl glycine ethyl ester). Reaction SMILES: [CH2:1]([O:3][C:4](=[O:22])[CH2:5][NH:6][CH2:7][C:8]1[CH:13]=[CH:12][C:11]([O:14][CH2:15][C:16]2[CH:21]=[CH:20][CH:19]=[CH:18][CH:17]=2)=[CH:10][CH:9]=1)[CH3:2].[CH:23](O)=[O:24]>C1(C)C(C)=CC=CC=1>[CH2:1]([O:3][C:4](=[O:22])[CH2:5][N:6]([CH2:7][C:8]1[CH:13]=[CH:12][C:11]([O:14][CH2:15][C:16]2[CH:21]=[CH:20][CH:19]=[CH:18][CH:17]=2)=[CH:10][CH:9]=1)[CH:23]=[O:24])[CH3:2]. Reported procedure: A solution of 5.83 g of N-(4-benzyloxybenzyl)-glycine ethyl ester, 0.86 mL of formic acid, and 20 mL of xylene was refluxed for 2 hours using a Dean-Stark trap to remove the water produced in the reaction. After cooling, the reaction mixture was washed with 20% aqueous formic acid, water, saturated sodium bicarbonate solution, water, and brine. Finally the mixture was dried over anhydrous sodium sulfate, filtered, and the filtrate was concentrated to furnish 6.23 g of crude N-(4-benzyloxybenzyl)... Starting materials: NC1=C(C=C(C(=C1)OCC)OC)C(=O)C1=CC=CC=C1 ((2-amino-4-ethoxy-5-methoxyphenyl)(phenyl)methanone), Cl.NCC(=O)OCC (ethyl glycinate hydrochloride). Product: C(C1=CC=CC=C1)C1C(NC2=C(C(=N1)C1=CC=CC=C1)C=C(C(=C2)OCC)OC)=O (3-benzyl-8-ethoxy-7-methoxy-5-phenyl-1,3-dihydro-2H-1,4-benzodiazepin-2-one). Yield: 55.0%. RXN SMILES: [NH2:1][C:2]1[CH:7]=[C:6]([O:8][CH2:9][CH3:10])[C:5]([O:11][CH3:12])=[CH:4][C:3]=1[C:13]([C:15]1[CH:20]=[CH:19][CH:18]=[CH:17][CH:16]=1)=O.Cl.[NH2:22][CH2:23][C:24]([O:26]CC)=O>>[CH2:13]([CH:23]1[N:22]=[C:13]([C:15]2[CH:20]=[CH:19][CH:18]=[CH:17][CH:16]=2)[C:3]2[CH:4]=[C:5]([O:11][CH3:12])[C:6]([O:8][CH2:9][CH3:10])=[CH:7][C:2]=2[NH:1][C:24]1=[O:26])[C:3]1[CH:4]=[CH:5][CH:6]=[CH:7][CH:2]=1 |f:1.2|. Procedure details: By replacing (2-amino-4,5-dimethoxyphenyl)(phenyl)methanone (XXIaa) in example XXIIaa by (2-amino-4-ethoxy-5-methoxyphenyl)(phenyl)methanone (XXIak), and ethyl glycinate hydrochloride by ethyl phenylalalinate hydrochloride, and proceeding in the same manner, the abovenamed product is obtained. Yield: 55%. M: 190–193° C. 1H-NMR (DMSO, 200 MHz): d 1.33–1.39 (m, 3H, CH3), 3.36–3.64 (m, 3H, CH+CH2Bn), 3.73 (s, 3H, OCH3), 3.95–4.10 (m, 2H, CH2), 6.59 (s, 1H Ar), 6.77 (s, 1H Ar), 7.21–7.44 (m, 10H Ar)...